This data is from the Open Reaction Database (ORD), a public repository of structured organic reaction records. The task is: describe an organic reaction: reactants, conditions, products, and yield The reactants are CC(C)=O (2-propanone), CCOC(=O)C(C#N)C1(CCCC1)C#N (ethylcyano acetate), C(C)(=O)[O-].[NH4+] (ammonium acetate), ClC1=CC=C(C=C1)SC=1C(=C(C(N(N1)C1=CC=C(C=C1)Cl)=O)C#N)C (6-[(4-chlorophenyl)thio]- 2,3-dihydro-2-(4-chlorophenyl)5-methyl-3-oxo-4-pyridazinecarbonitrile). Solvent: CCO (EtOH). The product is ClC1=CC=C(C=C1)SC=1C(=C(C(N(N1)C1=CC=CC=C1)=O)C#N)C (6-[(4-chlorophenyl)thio]-2,3-dihydro-2-(phenyl)5-methyl-3-oxo-4-pyridazinecarbonitrile). Reaction SMILES: CC(=O)C.CCOC(C(C1(C#N)CCCC1)C#N)=O.C([O-])(=O)C.[NH4+].[Cl:25][C:26]1[CH:31]=[CH:30][C:29]([S:32][C:33]2[C:34]([CH3:49])=[C:35]([C:47]#[N:48])[C:36](=[O:46])[N:37]([C:39]3[CH:44]=[CH:43][C:42](Cl)=[CH:41][CH:40]=3)[N:38]=2)=[CH:28][CH:27]=1>CCO>[Cl:25][C:26]1[CH:31]=[CH:30][C:29]([S:32][C:33]2[C:34]([CH3:49])=[C:35]([C:47]#[N:48])[C:36](=[O:46])[N:37]([C:39]3[CH:44]=[CH:43][CH:42]=[CH:41][CH:40]=3)[N:38]=2)=[CH:28][CH:27]=1 |f:2.3|. Procedure details: The reaction of 1.8 g (5.9 mmol) of 1-[(4-chlorophenyl)thio]-1-[phenyl)hydmzono]-2-propanone, 1.5 ml of ethylcyano acetate and 750 mg of ammonium acetate as in Example 22, yielded1.29 g of 6-[(4-chlorophenyl)thio]- 2,3-dihydro-2-(4-chlorophenyl)5-methyl-3-oxo-4-pyridazinecarbonitrile, mp 180°-182° C. (EtOH). RXN SMILES: C(Cl)Cl.[NH2:4][C:5]1[CH:10]=[CH:9][C:8]([N:11]2[CH2:15][CH2:14][N:13]([C:16]3[CH:17]=[N:18][CH:19]=[CH:20][CH:21]=3)[C:12]2=[O:22])=[CH:7][CH:6]=1.[C:23](Cl)(=[O:25])[CH3:24].[Cl-].[Na+]>C(N(CC)CC)C>[C:23]([NH:4][C:5]1[CH:6]=[CH:7][C:8]([N:11]2[CH2:15][CH2:14][N:13]([C:16]3[CH:17]=[N:18][CH:19]=[CH:20][CH:21]=3)[C:12]2=[O:22])=[CH:9][CH:10]=1)(=[O:25])[CH3:24] |f:3.4|. Reactants: C(Cl)Cl (methylene chloride), NC1=CC=C(C=C1)N1C(N(CC1)C=1C=NC=CC1)=O (1-(4-aminophenyl)-3-(3-pyridyl)-2-imidazolidinone), C(C)(=O)Cl (acetyl chloride), saturated aqueous solution, [Cl-].[Na+] (sodium chloride). The yield is 24.0%. Procedure: To a 10 ml dried methylene chloride solution of 0.57 g (2.24 mmol) of 1-(4-aminophenyl)-3-(3-pyridyl)-2-imidazolidinone in a 100 ml round-bottomed flask were added 0.34 ml (1.1 eg.) of triethylamine, and, after stirred for 15 minutes, 0.17 ml (1.1 eg.) of acetyl chloride were added dropwise under cooling with ice. After dropwise addition, the mixture was stirred for 8 hours at room temperature. To this reaction mixture were added 10 ml of saturated aqueous solution of sodium chloride, and the or... The product is C(C)(=O)NC1=CC=C(C=C1)N1C(N(CC1)C=1C=NC=CC1)=O (1-(4-acetylaminophenyl)-3-(3-pyridyl)-2-imidazolidinone). Run at time 15 minute. Run in C(C)N(CC)CC (triethylamine). The reactants are C(CC(=O)C)(=O)OCC (ethyl acetoacetate), C(CC(=O)C)(=O)OCC (ethyl acetoacetate), [Na] (sodium), C(\C=C\C1=CC=CC=C1)=O (trans-cinnamaldehyde), [Na] (sodium). The reagents and catalysts are C(CC(=O)C)(=O)OCC (ethyl acetoacetate). The solvent is C(C)O (ethanol). The product is C(C)OC(=O)C1C(C=CCC1C1=CC=CC=C1)=O (2-ethoxycarbonyl-3-phenylcyclohex-5-enone). The yield is 100.0%. RXN SMILES: [C:1]([O:7][CH2:8][CH3:9])(=[O:6])[CH2:2][C:3]([CH3:5])=[O:4].[Na].[CH:11](=O)/[CH:12]=[CH:13]/[C:14]1[CH:19]=[CH:18][CH:17]=[CH:16][CH:15]=1>C(O)C.C(OCC)(=O)CC(C)=O>[CH2:8]([O:7][C:1]([CH:2]1[CH:13]([C:14]2[CH:19]=[CH:18][CH:17]=[CH:16][CH:15]=2)[CH2:12][CH:11]=[CH:5][C:3]1=[O:4])=[O:6])[CH3:9] |^1:9|. Procedure details: The reaction was repeated replacing the sodium metal with ethyl acetoacetate, sodium salt. Thus, 12.6 grams (0.097 mole) of ethyl acetoacetate, 0.5 gram (0.003 mole) of ethyl acetoacetate, sodium salt and 13.2 grams (0.100 mole) of trans-cinnamaldehyde in 50 mL of ethanol were reacted in a manner analogous to that of Example 6, Step A. A 100% yield (24.4 grams) of 2-ethoxycarbonyl-3-phenylcyclohex-5-enone was assumed. Starting materials: OCC=1C=C(C=CC1)[N+](=CC1=CC(=CC=C1)[N+](=O)[O-])[O-] (N-(3-Hydroxymethylphenyl)-α-(3-nitrophenyl)nitrone). Reagents/catalysts: [Mn] (manganese). Solvent: CS(=O)C (dimethyl sulfoxide). Run at time 2 hour. Product: C(=O)C=1C=C(C=CC1)[N+](=CC1=CC(=CC=C1)[N+](=O)[O-])[O-] (N-(3-Formylphenyl)-α-(3-nitrophenyl)nitrone). The yield is 68.6%. Reaction SMILES: [OH:1][CH2:2][C:3]1[CH:4]=[C:5]([N+:9]([O-:20])=[CH:10][C:11]2[CH:16]=[CH:15][CH:14]=[C:13]([N+:17]([O-:19])=[O:18])[CH:12]=2)[CH:6]=[CH:7][CH:8]=1>CS(C)=O.[Mn]>[CH:2]([C:3]1[CH:4]=[C:5]([N+:9]([O-:20])=[CH:10][C:11]2[CH:16]=[CH:15][CH:14]=[C:13]([N+:17]([O-:19])=[O:18])[CH:12]=2)[CH:6]=[CH:7][CH:8]=1)=[O:1]. Procedure: To a solution of N-(3-hydroxymethylphenyl)-α-(3-nitrophenyl)nitrone (92) (1.38 g, 5.1 mmol) in dimethyl sulfoxide (50 mL) was added active manganese dioxide82 (15 g). The resulting mixture was stirred at room temperature for 21/2 h. The mixture was filtered and the solvent was slowly poured into water (200 mL), and the precipitate product was collected. The crude product was dissolved in dichloromethane, and the solution was washed with water (50 mL). The solution was then dried (MgSO4), and the...